Dataset: the Open Reaction Database (ORD), a public repository of structured organic reaction records. Task: describe an organic reaction: reactants, conditions, products, and yield As a reaction SMILES: [Br:34][C:35]([Br:36])([Br:37])[Br:38].[C:1](=[O:2])([O:3][C:4]([CH3:5])([CH3:6])[CH3:7])[N:8]1[CH:9]([CH:10]=[O:11])[CH2:12][CH2:13][CH2:14]1.[Cl:44][CH2:45][Cl:46].[Na+:43].[O-:39][C:40]([OH:41])=[O:42].[c:15]1([P:16]([c:17]2[cH:18][cH:19][cH:20][cH:21][cH:22]2)[c:23]2[cH:24][cH:25][cH:26][cH:27][cH:28]2)[cH:29][cH:30][cH:31][cH:32][cH:33]1>>[C:1](=[O:2])([O:3][C:4]([CH3:5])([CH3:6])[CH3:7])[N:8]1[CH:9]([CH:10]=[C:35]([Br:34])[Br:36])[CH2:12][CH2:13][CH2:14]1. Product: CC(C)(C)OC(=O)N1CCCC1C=C(Br)Br. The reactants are BrC(Br)(Br)Br, CC(C)(C)OC(=O)N1CCCC1C=O, ClCCl, [Na+], O=C([O-])O, c1ccc(P(c2ccccc2)c2ccccc2)cc1. Starting materials: O.C1(=CC=C(C=C1)S(=O)(=O)O)C (p-Toluenesulfonic acid monohydrate), NC[C@]1([C@@H]2C=CC([C@@H]2C1)CC)CC(=O)OC(C)(C)C (tert-butyl(±) [(1S,5R,6S)-6-(aminomethyl)-2-ethylbicyclo[3.2.0]hept-3-en-6-yl]acetate). The solvent is C1=CC=CC=C1 (benzene). The product is C1(=CC=C(C=C1)S(=O)(=O)O)C.NC[C@]1([C@@H]2C=CC([C@@H]2C1)CC)CC(=O)O ((±) [(1S,5R,6S)-6-(aminomethyl)-2-ethylbicyclo[3.2.0]hept-3-en-6-yl]acetic acid p-toluenesulfonate). As a reaction SMILES: O.[C:2]1([CH3:12])[CH:7]=[CH:6][C:5]([S:8]([OH:11])(=[O:10])=[O:9])=[CH:4][CH:3]=1.[NH2:13][CH2:14][C@:15]1([CH2:24][C:25]([O:27]C(C)(C)C)=[O:26])[CH2:21][C@@H:20]2[C@H:16]1[CH:17]=[CH:18][CH:19]2[CH2:22][CH3:23]>C1C=CC=CC=1>[C:2]1([CH3:12])[CH:3]=[CH:4][C:5]([S:8]([OH:11])(=[O:9])=[O:10])=[CH:6][CH:7]=1.[NH2:13][CH2:14][C@:15]1([CH2:24][C:25]([OH:27])=[O:26])[CH2:21][C@@H:20]2[C@H:16]1[CH:17]=[CH:18][CH:19]2[CH2:22][CH3:23] |f:0.1,4.5|. Procedure details: p-Toluenesulfonic acid monohydrate (2.17 g, 11.4 mmol) was added to a benzene solution (20 mL) of tert-butyl(±) [(1S,5R,6S)-6-(aminomethyl)-2-ethylbicyclo[3.2.0]hept-3-en-6-yl]acetate (2.75 g, 10.4 mmol), and the mixture was refluxed for 1 hour. The mixture was allowed to cool, and the deposited solid was then washed with methylene chloride to obtain the compound of interest as a gray solid (3.17 g, 80%, Major/Minor=3/1). Starting materials: Cc1cc2cc(C(F)(F)F)ccc2[nH]1, Clc1ccnc2c(Cl)cccc12. Product: Cc1[nH]c2ccc(C(F)(F)F)cc2c1-c1ccnc2c(Cl)cccc12. As a reaction SMILES: [CH3:1][c:2]1[nH:3][c:4]2[cH:5][cH:6][c:7]([C:11]([F:12])([F:13])[F:14])[cH:8][c:9]2[cH:10]1.[Cl:15][c:16]1[cH:17][cH:18][n:19][c:20]2[c:21]([Cl:26])[cH:22][cH:23][cH:24][c:25]12>>[CH3:1][c:2]1[nH:3][c:4]2[cH:5][cH:6][c:7]([C:11]([F:12])([F:13])[F:14])[cH:8][c:9]2[c:10]1-[c:16]1[cH:17][cH:18][n:19][c:20]2[c:21]([Cl:26])[cH:22][cH:23][cH:24][c:25]12. Starting materials: CC(C=O)NC(=O)OC(C)(C)C, CC1(C)CCC(C)(C)C1CBr, [Mg]. Product: CC(C=CC1C(C)(C)CCC1(C)C)NC(=O)OC(C)(C)C. As a reaction SMILES: [C:13](=[O:14])([O:15][C:16]([CH3:17])([CH3:18])[CH3:19])[NH:20][CH:21]([CH3:22])[CH:23]=[O:24].[CH3:1][C:2]1([CH3:11])[CH:3]([CH2:9][Br:10])[C:4]([CH3:7])([CH3:8])[CH2:5][CH2:6]1.[Mg:12]>>[CH3:1][C:2]1([CH3:11])[CH:3]([CH:9]=[CH:23][CH:21]([NH:20][C:13](=[O:14])[O:15][C:16]([CH3:17])([CH3:18])[CH3:19])[CH3:22])[C:4]([CH3:7])([CH3:8])[CH2:5][CH2:6]1. The reactants are COCCOC, O=Cc1ccc(B(O)O)cc1, Cc1nc2nc(Cl)c(-c3ccccc3)c(N(C)C)n2n1, ClCCl, [Na+], [Na+], O=C([O-])[O-], O. Product: Cc1nc2nc(-c3ccc(C=O)cc3)c(-c3ccccc3)c(N(C)C)n2n1. Reaction SMILES: [CH3:38][O:39][CH2:40][CH2:41][O:42][CH3:43].[CH:21](=[O:22])[c:23]1[cH:24][cH:25][c:26]([B:29]([OH:30])[OH:31])[cH:27][cH:28]1.[Cl:1][c:2]1[n:3][c:4]2[n:5]([c:6]([N:14]([CH3:15])[CH3:16])[c:7]1-[c:8]1[cH:9][cH:10][cH:11][cH:12][cH:13]1)[n:17][c:18]([CH3:20])[n:19]2.[Cl:45][CH2:46][Cl:47].[Na+:32].[Na+:33].[O-:34][C:35](=[O:36])[O-:37].[OH2:44]>>[c:2]1(-[c:26]2[cH:25][cH:24][c:23]([CH:21]=[O:22])[cH:28][cH:27]2)[n:3][c:4]2[n:5]([c:6]([N:14]([CH3:15])[CH3:16])[c:7]1-[c:8]1[cH:9][cH:10][cH:11][cH:12][cH:13]1)[n:17][c:18]([CH3:20])[n:19]2. The reactants are C(=O)([O-])[O-].[K+].[K+] (K2CO3), ClC=1C=C(C=CC1)C1(CCCCC1)C=O (1-(3-chlorophenyl)cyclohexane-carbaldehyde), CN (methyl amine), C(#N)[BH3-].[Na+] (sodium cyanoborohydride), C(C)OC(OCC)OCC (Triethylorthoformate). The solvent is CO (MeOH). Yields the product Cl.ClC=1C=C(C=CC1)C1(CCCCC1)CNC ((1-(3-chlorophenyl)cyclohexyl)-N-methylmethanamine hydrochloride). Reaction SMILES: [Cl:1][C:2]1[CH:3]=[C:4]([C:8]2([CH:14]=O)[CH2:13][CH2:12][CH2:11][CH2:10][CH2:9]2)[CH:5]=[CH:6][CH:7]=1.CN.[C:18]([BH3-])#[N:19].[Na+].C(OC(OCC)OCC)C.C([O-])([O-])=O.[K+].[K+]>CO>[ClH:1].[Cl:1][C:2]1[CH:3]=[C:4]([C:8]2([CH2:14][NH:19][CH3:18])[CH2:13][CH2:12][CH2:11][CH2:10][CH2:9]2)[CH:5]=[CH:6][CH:7]=1 |f:2.3,5.6.7,9.10|. Reported procedure: A solution of 1-(3-chlorophenyl)cyclohexane-carbaldehyde (119 mg, 0.53 mmol), methyl amine (291 μL, 0.58 mmol, 2.0 M in THF) and sodium cyanoborohydride (100 mg, 1.59 mmol) in 1:1 MeOH:Triethylorthoformate (4 mL) was shaken at RT overnight. The solution was poured into saturated aqueous K2CO3 and washed with EtOAc (2×20 mL). The combined organic washes were dried (Na2SO4), filtered and concentrated. The crude material was dissolved in Et2O and HCl (1.5 mL, 2.0 M in Et2O) was added. The reaction ... The reactants are C(C)=O (ethanone), CC1=CC(=NN1CC(=O)N1CCC(CC1)C=1SC=C(N1)C(C)=NOCCCCC1=CC=CC=C1)C(F)(F)F (2-[5-methyl-3-(trifluoromethyl)-1H-pyrazol-1-yl]-1-[4-[4-[-1-[(2-phenethylethoxy)imino]ethyl]-2-thiazolyl]-1-piperidinyl]ethanone), Cl.NO (hydroxylamine hydrochloride). Solvent: CO (methanol). Product: ON=C(C)C=1N=C(SC1)C1CCN(CC1)C(CN1N=C(C=C1C)C(F)(F)F)=O (1-[4-[4-[1-(hydroxyimino)ethyl)-2-thiazolyl]-1-piperidinyl]-2-[5-methyl-3-(trifluoromethyl)-1H-pyrazol-1-yl]ethanone). Reaction SMILES: C(=O)C.[CH3:4][C:5]1[N:9]([CH2:10][C:11]([N:13]2[CH2:18][CH2:17][CH:16]([C:19]3[S:20][CH:21]=[C:22]([C:24](=[N:26][O:27]CCCCC4C=CC=CC=4)[CH3:25])[N:23]=3)[CH2:15][CH2:14]2)=[O:12])[N:8]=[C:7]([C:38]([F:41])([F:40])[F:39])[CH:6]=1.Cl.NO>CO>[OH:27][N:26]=[C:24]([C:22]1[N:23]=[C:19]([CH:16]2[CH2:17][CH2:18][N:13]([C:11](=[O:12])[CH2:10][N:9]3[C:5]([CH3:4])=[CH:6][C:7]([C:38]([F:41])([F:40])[F:39])=[N:8]3)[CH2:14][CH2:15]2)[S:20][CH:21]=1)[CH3:25] |f:2.3|. Procedure: A mixture of 1-[4-(4-acetyl-2-thiazolyl)-1-piperidinyl]-2-[5-methyl-3-trifluoromethyl)-1H-pyrazol-1-yl)ethanone (i.e. the product of Example 1, Step D) (4.5 g, 11.25 mmol) and hydroxylamine hydrochloride (0.945 g, 13.5 mmol) in methanol (60 mL) was heated at reflux for 6 h. The reaction mixture was concentrated under reduced pressure and partitioned between saturated sodium bicarbonate and dichloromethane. The organic phase was separated and the aqueous phase was extracted two additional times w...